Dataset: the Open Reaction Database (ORD), a public repository of structured organic reaction records. Task: describe an organic reaction: reactants, conditions, products, and yield Starting materials: ceric sulfate, C(C)(=O)O (acetic acid), C(=O)NC1CCCC=2SC=CC21 (N-formyl-4,5,6,7-tetrahydrobenzo[b]thiophen-4-amine). Run at time 8 hour. The product is C(=O)NC1CCC(C=2SC=CC21)=O (N-formyl-4,5,6,7-tetrahydro-7-oxobenzo[b]-thiophen-4-amine). Reaction SMILES: [CH:1]([NH:3][CH:4]1[C:12]2[CH:11]=[CH:10][S:9][C:8]=2[CH2:7][CH2:6][CH2:5]1)=[O:2].C(O)(=[O:15])C>>[CH:1]([NH:3][CH:4]1[C:12]2[CH:11]=[CH:10][S:9][C:8]=2[C:7](=[O:15])[CH2:6][CH2:5]1)=[O:2]. Reported procedure: A suspension of 22.4 g of ceric sulfate in 50% aqueous acetic acid is stirred overnight at room temperature and 2 g of N-formyl-4,5,6,7-tetrahydrobenzo[b]thiophen-4-amine is added. After 6 hours, the mixture is filtered, and the filter cake is washed with 50% aqueous acetic acid. The work-up procedure of Example 1 is then followed with the filtrate to give 1.1 g of the title compound, m.p. 102 to 114° C.